Dataset: the Open Reaction Database (ORD), a public repository of structured organic reaction records. Task: describe an organic reaction: reactants, conditions, products, and yield The reactants are CC=1C=NC2=CC=CN=C2C1 (3-methyl-1,5-naphthyridine), BrN1C(CCC1=O)=O (N-bromosuccinimide), N(=NC(C#N)(C)C)C(C#N)(C)C (azobisisobutyronitrile), BrN1C(CCC1=O)=O (N-bromosuccinimide), C1N2CN3CN1CN(C2)C3 (hexamethylenetetramine), [OH-].[Na+] (sodium hydroxide). Run in C1=CC=CC=C1 (benzene), C(C)(=O)O (acetic acid), O (water), C(Cl)(Cl)Cl (chloroform). Conditions: time 15 minute. Product: N1=CC(=CC2=NC=CC=C12)C=O (1,5-naphthyridine-3-carbaldehyde). Yield: 8.8%. RXN SMILES: [CH3:1][C:2]1[CH:3]=[N:4][C:5]2[C:10]([CH:11]=1)=[N:9][CH:8]=[CH:7][CH:6]=2.BrN1C(=[O:18])CCC1=O.N(C(C)(C)C#N)=NC(C)(C)C#N.C1N2CN3CN(C2)CN1C3.[OH-].[Na+]>C1C=CC=CC=1.O.C(Cl)(Cl)Cl.C(O)(=O)C>[N:4]1[C:5]2[C:10](=[N:9][CH:8]=[CH:7][CH:6]=2)[CH:11]=[C:2]([CH:1]=[O:18])[CH:3]=1 |f:4.5|. Reported procedure: To a solution of 0.26 g of 3-methyl-1,5-naphthyridine in 4 mL of benzene, 0.35 g of N-bromosuccinimide and 29 mg of azobisisobutyronitrile were added, and the mixture was heated under reflux while stirring for 2 hours 15 minutes. Thereto was further added 0.13 g of N-bromosuccinimide, and the mixture was heated under reflux while stirring for 30 minutes. After cooling to room temperature, a solution of 0.50 g of hexamethylenetetramine in 1.5 mL of water was dropped to the reaction mixture under ... The product is C(C)N1N=CC=2C1=NC1=CC=C(C=C1C2NCC2CCCCC2)OC(C)C(=O)O (1-ethyl-6-(1-carboxyethoxy)-N-(cyclohexylmethyl)-1H-pyrazolo[3,4-b]quinolin-4-amine). Conditions: time 20 minute. RXN SMILES: [CH2:1]([N:3]1[C:7]2=[N:8][C:9]3[C:14]([C:15]([NH:16][CH2:17][CH:18]4[CH2:23][CH2:22][CH2:21][CH2:20][CH2:19]4)=[C:6]2[CH:5]=[N:4]1)=[CH:13][C:12]([OH:24])=[CH:11][CH:10]=3)[CH3:2].CS(C)=O.[OH-].[K+].Br[CH:32]([CH3:38])[C:33]([O:35]CC)=[O:34]>O>[CH2:1]([N:3]1[C:7]2=[N:8][C:9]3[C:14]([C:15]([NH:16][CH2:17][CH:18]4[CH2:23][CH2:22][CH2:21][CH2:20][CH2:19]4)=[C:6]2[CH:5]=[N:4]1)=[CH:13][C:12]([O:24][CH:32]([C:33]([OH:35])=[O:34])[CH3:38])=[CH:11][CH:10]=3)[CH3:2] |f:2.3|. Run in O (water). Reported procedure: A mixture of 1-ethyl-6-hydroxy-N-(cyclohexylmethyl)-1H-pyrazolo[3,4-b]quinolin-4-amine (0.5 g, 1.5 mmol), DMSO (5 ml) and KOH (0.5 g) was stirred at room temperature for 20 minutes, then ethyl 2-bromopropionate (0.2 ml) was added and the mixture was stirred overnight. The reaction mixture was poured into 10 volumes of water, extracted with CH2Cl2 (2×10 ml) and the aqueous layer was acidified with acetic acid. A precipitate formed which was collected by filtration, dissolved in methanol and filte... Reactants: C(C)N1N=CC=2C1=NC1=CC=C(C=C1C2NCC2CCCCC2)O (1-ethyl-6-hydroxy-N-(cyclohexylmethyl)-1H-pyrazolo[3,4-b]quinolin-4-amine), CS(=O)C (DMSO), [OH-].[K+] (KOH), BrC(C(=O)OCC)C (ethyl 2-bromopropionate). The reactants are CC1=CC(=CC(=N1)C=1C=C(C=CC1)B(O)O)C1=CC=C(C=C1)C(F)(F)F (3-[6-methyl-4-(4-trifluoromethyl-phenyl)pyridin-2-yl]-benzeneboronic acid), BrC1=CC=C(S1)S(=O)(=O)N (5-bromo-thiophene-2-sulfonic acid amide). Product: CC1=CC(=CC(=N1)C=1C=C(C=CC1)C1=CC=C(S1)S(=O)(=O)N)C1=CC=C(C=C1)C(F)(F)F (5-{3-[6-Methyl-4-(4-trifluoromethyl-phenyl)-pyridin-2-yl]-phenyl}-thiophene-2-sulfonic acid amide), solid. Yield: 42.0%. RXN SMILES: [CH3:1][C:2]1[N:7]=[C:6]([C:8]2[CH:9]=[C:10](B(O)O)[CH:11]=[CH:12][CH:13]=2)[CH:5]=[C:4]([C:17]2[CH:22]=[CH:21][C:20]([C:23]([F:26])([F:25])[F:24])=[CH:19][CH:18]=2)[CH:3]=1.Br[C:28]1[S:32][C:31]([S:33]([NH2:36])(=[O:35])=[O:34])=[CH:30][CH:29]=1>>[CH3:1][C:2]1[N:7]=[C:6]([C:8]2[CH:9]=[C:10]([C:28]3[S:32][C:31]([S:33]([NH2:36])(=[O:35])=[O:34])=[CH:30][CH:29]=3)[CH:11]=[CH:12][CH:13]=2)[CH:5]=[C:4]([C:17]2[CH:22]=[CH:21][C:20]([C:23]([F:26])([F:25])[F:24])=[CH:19][CH:18]=2)[CH:3]=1. Procedure: The title compound was prepared from 3-[6-methyl-4-(4-trifluoromethyl-phenyl)pyridin-2-yl]-benzeneboronic acid (example G.9) (0.40 g, 1.1 mmol) and commercially available 5-bromo-thiophene-2-sulfonic acid amide (0.478 g, 2.4 mmol) according to the general procedure VI. Obtained as a white solid (0.180 g, 42%). MS (ISP) 475.2 [(M+H)+]; mp 215° C. The reactants are C[Si](OC[C@]12CCC(CC1=CC[C@H]1[C@@H]3CCC([C@@]3(C)CC[C@H]21)=O)=O)(C)C (19-trimethylsiloxy-5-androstene-3,17-dione), [H-].[Al+3].[Li+].[H-].[H-].[H-] (lithium aluminum hydride), C(=O)([O-])C(O)C(O)C(=O)[O-].[K+].[Na+] (sodium potassium tartrate), resultant solution. Solvent: O1CCCC1 (tetrahydrofuran), O1CCCC1 (tetrahydrofuran). Yields the product C[Si](OC[C@]12CC[C@@H](CC1=CC[C@H]1[C@@H]3CC[C@@H]([C@@]3(C)CC[C@H]21)O)O)(C)C (19-trimethylsiloxy-5-androstene-3β,17β-diol). Reaction SMILES: [CH3:1][Si:2]([CH3:26])([CH3:25])[O:3][CH2:4][C@@:5]12[C@@H:22]3[C@H:13]([C@H:14]4[C@@:18]([CH2:20][CH2:21]3)([CH3:19])[C:17](=[O:23])[CH2:16][CH2:15]4)[CH2:12][CH:11]=[C:10]1[CH2:9][C:8](=[O:24])[CH2:7][CH2:6]2.[H-].[Al+3].[Li+].[H-].[H-].[H-].C(C(C(C([O-])=O)O)O)([O-])=O.[K+].[Na+]>O1CCCC1>[CH3:25][Si:2]([CH3:1])([CH3:26])[O:3][CH2:4][C@@:5]12[C@@H:22]3[C@H:13]([C@H:14]4[C@@:18]([CH2:20][CH2:21]3)([CH3:19])[C@@H:17]([OH:23])[CH2:16][CH2:15]4)[CH2:12][CH:11]=[C:10]1[CH2:9][C@@H:8]([OH:24])[CH2:7][CH2:6]2 |f:1.2.3.4.5.6,7.8.9|. Procedure details: A tetrahydrofuran solution of 19-trimethylsiloxy-5-androstene-3,17-dione is added to lithium aluminum hydride in tetrahydrofuran and the resultant solution stirred overnight at room temperature. An aqueous solution of sodium potassium tartrate is added with stirring until a readily filterable precipitate forms. The filtrate is concentrated under reduced pressure and diluted with ether. The resulting solution is washed with water, dried over magnesium sulfate, and the ether removed under vacuum. ... Reactants: C([O-])([O-])=O.[K+].[K+] (potassium carbonate), C[C@@H]1CC[C@H](CC1)NC(C=CC1=CC(=C(C=C1)OC)OC(C)=O)=O (N-(trans-4-methylcyclohexyl)-3-acetoxy-4-methoxycinnamamide), BrCC(=O)OCC (ethyl bromoacetate). Run in C(C)O (ethanol). Reaction conditions: time 20 minute. The product is C[C@@H]1CC[C@H](CC1)NC(C=CC1=CC(=C(C=C1)OC)OCC(=O)OCC)=O (N-(trans-4-methylcyclohexyl)-3-(ethoxycarbonylmethoxy)-4-methoxycinnamamide). As a reaction SMILES: C(=O)([O-])[O-].[K+].[K+].[CH3:7][C@H:8]1[CH2:13][CH2:12][C@H:11]([NH:14][C:15](=[O:30])[CH:16]=[CH:17][C:18]2[CH:23]=[CH:22][C:21]([O:24][CH3:25])=[C:20]([O:26]C(=O)C)[CH:19]=2)[CH2:10][CH2:9]1.Br[CH2:32][C:33]([O:35][CH2:36][CH3:37])=[O:34]>C(O)C>[CH3:7][C@H:8]1[CH2:13][CH2:12][C@H:11]([NH:14][C:15](=[O:30])[CH:16]=[CH:17][C:18]2[CH:23]=[CH:22][C:21]([O:24][CH3:25])=[C:20]([O:26][CH2:32][C:33]([O:35][CH2:36][CH3:37])=[O:34])[CH:19]=2)[CH2:10][CH2:9]1 |f:0.1.2|. Reported procedure: 2.07 g of potassium carbonate was added to a solution of 4.97 g of N-(trans-4-methylcyclohexyl)-3-acetoxy-4-methoxycinnamamide (Example 193) in 200 ml of ethanol. The solution was stirred for 20 minutes, while it was refluxed. Next, 2.0 ml of ethyl bromoacetate was slowly added dropwise to the solution .by means of a dropping funnel. Thereafter, the solution was stirred for 2 hours. After reaction, the solution was allowed to cool to room temperature. The crystal and the potassium carbonate, bot...